From a dataset of the Open Reaction Database (ORD), a public repository of structured organic reaction records. describe an organic reaction: reactants, conditions, products, and yield The reactants are OC1=C(C2=C(C(=C(C(O2)=O)CCO)C)C=C1)O (7,8-dihydroxy-3-(2-hydroxyethyl)-4-methyl-2H-1-benzopyran-2-one), C([O-])([O-])=O.[K+].[K+] (potassium carbonate), C(C)I (ethyl iodide), C(C)O (ethanol). Yields the product C(C)OC1=C(C2=C(C(=C(C(O2)=O)CCO)C)C=C1)OCC (7,8-diethoxy-3-(2-hydroxyethyl)-4-methyl-2H-1-benzopyran-2-one). As a reaction SMILES: [OH:1][C:2]1[CH:16]=[CH:15][C:5]2[C:6]([CH3:14])=[C:7]([CH2:11][CH2:12][OH:13])[C:8](=[O:10])[O:9][C:4]=2[C:3]=1[OH:17].C(=O)([O-])[O-].[K+].[K+].[CH2:24](I)[CH3:25].[CH2:27](O)[CH3:28]>>[CH2:27]([O:1][C:2]1[CH:16]=[CH:15][C:5]2[C:6]([CH3:14])=[C:7]([CH2:11][CH2:12][OH:13])[C:8](=[O:10])[O:9][C:4]=2[C:3]=1[O:17][CH2:24][CH3:25])[CH3:28] |f:1.2.3|. Procedure details: 30.0 g (127 mmol) of 7,8-dihydroxy-3-(2-hydroxyethyl)-4-methyl-2H-1-benzopyran-2-one (Example 52), 52.7 g (381 mmol) of potassium carbonate and 43.6 g (280 mmol) of ethyl iodide are stirred under reflux for 50 hours in 800 ml of ethanol. The solution is evaporated, extracted with chloroform, and the organic phase is washed with water, dried with Na2SO4, and re-evaporated. Yield 21.0 g (57%); m.p. 130°-131° C. (from isopropanol). Reactants: [Cl-].C1(CCCCC1)C[NH2+]CCCl (N-cyclohexylmethyl-N-(2-chloroethyl)ammonium chloride), COC1=C(C=CC(=C1)[N+](=O)[O-])N=C=S (2-methoxy4-nitrophenyl isothiocyanate). Product: COC1=C(C=CC(=C1)[N+](=O)[O-])N=C1SCCN1CC1CCCCC1 (2-(2-methoxy-4-nitrophenylimino)-3-(cyclohexylmethyl)-1,3-thiazolidine). RXN SMILES: [Cl-].[CH:2]1([CH2:8][NH2+:9][CH2:10][CH2:11]Cl)[CH2:7][CH2:6][CH2:5][CH2:4][CH2:3]1.[CH3:13][O:14][C:15]1[CH:20]=[C:19]([N+:21]([O-:23])=[O:22])[CH:18]=[CH:17][C:16]=1[N:24]=[C:25]=[S:26]>>[CH3:13][O:14][C:15]1[CH:20]=[C:19]([N+:21]([O-:23])=[O:22])[CH:18]=[CH:17][C:16]=1[N:24]=[C:25]1[N:9]([CH2:8][CH:2]2[CH2:7][CH2:6][CH2:5][CH2:4][CH2:3]2)[CH2:10][CH2:11][S:26]1 |f:0.1|. Procedure details: 2-Hydroxyethylamine was reacted with cyclohexylmethyl bromide according to Method B2a to give N-cyclohexylmethyl-N-(2-hydroxyethyl)amine. The alcohol was reacted with SOCl2 according to Method B7c to give N-cyclohexylmethyl-N-(2-chloroethyl)ammonium chloride. The chloroethylamine was reacted with 2-methoxy4-nitrophenyl isothiocyanate to give 2-(2-methoxy-4-nitrophenylimino)-3-(cyclohexylmethyl)-1,3-thiazolidine.